The task is: describe an organic reaction: reactants, conditions, products, and yield. This data is from the Open Reaction Database (ORD), a public repository of structured organic reaction records. Reactants: NC1=NNC=C1C(=O)N (3-Amino-1H-pyrazole-4-carboxamide), C(#N)C=C1CCN(CC1)C(=O)OC(C)(C)C (tert-butyl 4-(cyanomethylene)piperidine-1-carboxylate), C(C)#N (acetonitrile), C1CCC2=NCCCN2CC1 (DBU). Run in O (water). Run at temperature 80 celsius. Yields the product NC1=NN(C=C1C(N)=O)C1(CCN(CC1)C(=O)OC(C)(C)C)CC#N (tert-Butyl 4-(3-amino-4-carbamoyl-1H-pyrazol-1-yl)-4-(cyanomethyl)piperidine-1-carboxylate). RXN SMILES: [NH2:1][C:2]1[C:6]([C:7]([NH2:9])=[O:8])=[CH:5][NH:4][N:3]=1.[C:10]([CH:12]=[C:13]1[CH2:18][CH2:17][N:16]([C:19]([O:21][C:22]([CH3:25])([CH3:24])[CH3:23])=[O:20])[CH2:15][CH2:14]1)#[N:11].C(#N)C.C1CCN2C(=NCCC2)CC1>O>[NH2:1][C:2]1[C:6]([C:7](=[O:8])[NH2:9])=[CH:5][N:4]([C:13]2([CH2:12][C:10]#[N:11])[CH2:14][CH2:15][N:16]([C:19]([O:21][C:22]([CH3:23])([CH3:24])[CH3:25])=[O:20])[CH2:17][CH2:18]2)[N:3]=1. Procedure details: 3-Amino-1H-pyrazole-4-carboxamide (0.80 g, 6.3 mmol) and tert-butyl 4-(cyanomethylene)piperidine-1-carboxylate (2.1 g, 9.5 mmol) were combined with acetonitrile (31 mL) in a pressure vessel. DBU (1.05 mL, 6.98 mmol) was then added at ambient temperature. The reaction vessel was sealed and the mixture was heated to 80° C. for 16 hours. The reaction mixture was then allowed to cool to ambient temperature before water (150 mL) was added. The aqueous mixture was extracted with EtOAc (2×). The organi... Starting materials: NC(C(=O)OC)(C)C (Methyl 2-amino-2-methylpropanoate), CN1CCOCC1 (N-Methyl morpholine), ClC(=O)OC1=CC=C(C=C1)[N+](=O)[O-] (4-nitrophenyl chloroformate). Solvent: C(Cl)Cl (DCM), C(Cl)Cl (DCM). The product is CC(C(=O)OC)(C)NC(=O)OC1=CC=C(C=C1)[N+](=O)[O-] (Methyl 2-methyl-2-((4-nitrophenoxy)carbonylamino)propanoate). As a reaction SMILES: [NH2:1][C:2]([CH3:8])([CH3:7])[C:3]([O:5][CH3:6])=[O:4].CN1CCOCC1.Cl[C:17]([O:19][C:20]1[CH:25]=[CH:24][C:23]([N+:26]([O-:28])=[O:27])=[CH:22][CH:21]=1)=[O:18]>C(Cl)Cl>[CH3:7][C:2]([NH:1][C:17]([O:19][C:20]1[CH:21]=[CH:22][C:23]([N+:26]([O-:28])=[O:27])=[CH:24][CH:25]=1)=[O:18])([CH3:8])[C:3]([O:5][CH3:6])=[O:4]. Reported procedure: To a solution of Methyl 2-amino-2-methylpropanoate (5 g, 32 mmol) and N-Methyl morpholine (11 mL, 98 mmol) in DCM (30 mL) was added in one portion 4-nitrophenyl chloroformate (9.8 g, 49 mmol). Diluted reaction with DCM (50 mL) washed with 1N HCl (2×20 mL) and sat. NaHCO3 (2×20 mL), dried organic fraction over magnesium sulfate, filtered and evaporated volatiles in vacuo. Reactants: C(C)(=O)C=1C=C(C=CC1)C1=CC=C(C=C1)OS(=O)(=O)C(F)(F)F (3'-Acetyl-4-trifluoromethanesulfonyloxybiphenyl), N1=CC(=CC=C1)CCC(C#C)O ((±)-5-(3-pyridyl)pent-1-yn-3-ol), O (water). Reagents/catalysts: Cl[Pd]([P](C1=CC=CC=C1)(C2=CC=CC=C2)C3=CC=CC=C3)([P](C4=CC=CC=C4)(C5=CC=CC=C5)C6=CC=CC=C6)Cl (bis(triphenylphosphine)palladium(II) chloride). The solvent is CN(C=O)C (N,N-dimethylformamide), C(C)N(CC)CC (triethylamine). Product: C(C)(=O)C=1C=C(C=CC1)C1=CC=C(C=C1)C#CC(CCC=1C=NC=CC1)O ((±)-1-(3'-Acetylbiphenyl-4-yl)-5-(3-pyridyl)pent-1-yn-3-ol). Yield: 64.4%. As a reaction SMILES: [C:1]([C:4]1[CH:5]=[C:6]([C:10]2[CH:15]=[CH:14][C:13](OS(C(F)(F)F)(=O)=O)=[CH:12][CH:11]=2)[CH:7]=[CH:8][CH:9]=1)(=[O:3])[CH3:2].[N:24]1[CH:29]=[CH:28][CH:27]=[C:26]([CH2:30][CH2:31][CH:32]([OH:35])[C:33]#[CH:34])[CH:25]=1.O>CN(C)C=O.C(N(CC)CC)C.Cl[Pd](Cl)([P](C1C=CC=CC=1)(C1C=CC=CC=1)C1C=CC=CC=1)[P](C1C=CC=CC=1)(C1C=CC=CC=1)C1C=CC=CC=1>[C:1]([C:4]1[CH:5]=[C:6]([C:10]2[CH:15]=[CH:14][C:13]([C:34]#[C:33][CH:32]([OH:35])[CH2:31][CH2:30][C:26]3[CH:25]=[N:24][CH:29]=[CH:28][CH:27]=3)=[CH:12][CH:11]=2)[CH:7]=[CH:8][CH:9]=1)(=[O:3])[CH3:2] |^1:51,70|. Procedure: 3'-Acetyl-4-trifluoromethanesulfonyloxybiphenyl (2.0 g), (±)-5-(3-pyridyl)pent-1-yn-3-ol (1.4 g), bis(triphenylphosphine)palladium(II) chloride (0.2 g) in N,N-dimethylformamide (8 ml) and triethylamine (4.5 ml) were heated at 90° C. for 2 hours with stirring under nitrogen. After cooling the reaction was poured into water and extracted with dichloromethane. The organic solution was washed with brine, dried over anhydrous magnesium sulfate, filtered and concentrated under reduced pressure. The re... The reactants are BrCc1cccc(Br)c1, CC(C)(C)OC(=O)N1CCOC(Cc2cccc(CO)c2)C1, O=C1COCCN1Cc1ccccc1. Yields the product O=C1C(Cc2cccc(Br)c2)OCCN1Cc1ccccc1. Reaction SMILES: [Br:37][c:38]1[cH:39][c:40]([CH2:41][Br:42])[cH:43][cH:44][cH:45]1.[C:1]([N:2]1[CH2:3][CH2:4][O:5][CH:6]([CH2:7][c:8]2[cH:9][cH:10][cH:11][c:12]([CH2:13][OH:14])[cH:15]2)[CH2:16]1)([O:17][C:18]([CH3:19])([CH3:20])[CH3:21])=[O:22].[CH2:23]([c:24]1[cH:25][cH:26][cH:27][cH:28][cH:29]1)[N:30]1[C:31](=[O:36])[CH2:32][O:33][CH2:34][CH2:35]1>>[CH2:23]([c:24]1[cH:25][cH:26][cH:27][cH:28][cH:29]1)[N:30]1[C:31](=[O:36])[CH:32]([CH2:41][c:40]2[cH:39][c:38]([Br:37])[cH:45][cH:44][cH:43]2)[O:33][CH2:34][CH2:35]1. Reactants: FC1=C(C(=CC=C1)C)NC(OC(C)(C)C)=O (tert-butyl 2-fluoro-6-methylphenylcarbamate). Solvent: FC(C(=O)O)(F)F (trifluoroacetic acid). Run at time 30 minute. The product is FC1=C(N)C(=CC=C1)C (2-fluoro-6-methylaniline). RXN SMILES: [F:1][C:2]1[CH:7]=[CH:6][CH:5]=[C:4]([CH3:8])[C:3]=1[NH:9]C(=O)OC(C)(C)C>FC(F)(F)C(O)=O>[F:1][C:2]1[CH:7]=[CH:6][CH:5]=[C:4]([CH3:8])[C:3]=1[NH2:9]. Procedure: The crude carbamate from step 2 (7.2 g, 32 mmol) was treated with trifluoroacetic acid (30 mL). The resulting solution was stirred at room temperature for 30 minutes, then most of trifluoroacetic acid was evaporated under vacuum. The residue was diluted with CH2Cl2 and poured into a slurry of solid Na2CO3 in CH2Cl2. The resulting slurry was carefully treated with EtOAc to increase product solubility, then filtered through a pad of silica gel and the product washed off with EtOAc. The filtrate an...